Dataset: the Open Reaction Database (ORD), a public repository of structured organic reaction records. Task: describe an organic reaction: reactants, conditions, products, and yield Starting materials: O=C1C2=C(SC3=C(C1)C=CC=N3)C=CC(=C2)C(C(=O)O)C (2-(5,6-dihydro-6-oxo benzo[b]pyrido[3,2-f]-thiepin-8-yl)-propionic acid), [N+](=[N-])=C (diazomethane), C(O)([O-])=O.[Na+] (sodium hydrogen-carbonate), C(C)(=O)O (acetic acid). Solvent: C(C)O (ethanol). Conditions: time 1 hour. Product: O=C1C2=C(SC3=C(C1)C=CC=N3)C=CC(=C2)C(C(=O)OC)C (methyl 2-(5,6-dihydro-6-oxo benzo[b]pyrido[3,2-f]thiepin-8-yl)-propionate). RXN SMILES: [O:1]=[C:2]1[CH2:8][C:7]2[CH:9]=[CH:10][CH:11]=[N:12][C:6]=2[S:5][C:4]2[CH:13]=[CH:14][C:15]([CH:17]([CH3:21])[C:18]([OH:20])=[O:19])=[CH:16][C:3]1=2.[N+](=[CH2:24])=[N-].C(O)(=O)C.C(=O)([O-])O.[Na+]>C(O)C>[O:1]=[C:2]1[CH2:8][C:7]2[CH:9]=[CH:10][CH:11]=[N:12][C:6]=2[S:5][C:4]2[CH:13]=[CH:14][C:15]([CH:17]([CH3:21])[C:18]([O:20][CH3:24])=[O:19])=[CH:16][C:3]1=2 |f:3.4|. Procedure: To 54 mg of 2-(5,6-dihydro-6-oxo benzo[b]pyrido[3,2-f]-thiepin-8-yl)-propionic acid in ethanol was added 5 ml of diazomethane etherial solution and the mixture was stirred at room temperature for 1 hour. To this was added acetic acid to decompose an excess reagent, then saturated sodium hydrogen-carbonate solution to make the solution alkaline, and the mixture was extracted with ethyl acetate. The extract was washed with saturated sodium chloride solution and dried over anhydrous sodium sulfate.... Reactants: N#N (N2), CCN(C(C)C)C(C)C (DIPEA), CC1(OCCO1)C1=NC=CC(=C1)COS(=O)(=O)C (methanesulfonic acid 2-(2-methyl-[1,3]dioxolan-2-yl)-pyridin-4-ylmethyl ester), [N+](=O)([O-])C1=NNN=C1 (4-nitro-2H-[1,2,3]triazole). The solvent is O (Water), CC(OCC)=O (EA), CN(C)C=O (DMF), CN(C)C=O (DMF). Conditions: temperature 50 celsius, time 48 hour. The product is CC1(OCCO1)C1=NC=CC(=C1)CN1N=CC(=N1)[N+](=O)[O-] (2-(2-Methyl-[1,3]dioxolan-2-yl)-4-(4-nitro-[1,2,3]triazol-2-ylmethyl)-pyridine). Reaction SMILES: N#N.[CH3:3][C:4]1([C:9]2[CH:14]=[C:13]([CH2:15]OS(C)(=O)=O)[CH:12]=[CH:11][N:10]=2)[O:8][CH2:7][CH2:6][O:5]1.[N+:21]([C:24]1[CH:28]=[N:27][NH:26][N:25]=1)([O-:23])=[O:22].CCN(C(C)C)C(C)C>CN(C=O)C.CC(=O)OCC.O>[CH3:3][C:4]1([C:9]2[CH:14]=[C:13]([CH2:15][N:26]3[N:25]=[C:24]([N+:21]([O-:23])=[O:22])[CH:28]=[N:27]3)[CH:12]=[CH:11][N:10]=2)[O:5][CH2:6][CH2:7][O:8]1. Reported procedure: In a flame dried round-bottomed flask equipped with a magnetic stir bar and under inert atmosphere (N2), a solution of methanesulfonic acid 2-(2-methyl-[1,3]dioxolan-2-yl)-pyridin-4-ylmethyl ester (303 mg, 1.11 mmol) in DMF (2.0 mL) was added to a solution of 4-nitro-2H-[1,2,3]triazole (115 mg, 1.01 mmol) in DMF (2.0 mL) pre-treated for 30 min with DIPEA (0.35 mL, 2.02 mmol) and the reaction mixture was stirred for 48 h at 50° C. Water (10 mL), followed by EA (10 mL) were added. The aq. layer wa... The reactants are COC(C(CC1=CC=C(C=C1)S(=O)(=O)C)C1=CC(=CC=C1)C=1C=C(C=C2C=CC=NC12)C(C)C)=O (2-[3-(6-Isopropyl-quinolin-8-yl)-phenyl]-3-(4-methanesulfonyl-phenyl)-propionic acid methyl ester), CC(C)([O-])C.[K+] (potassium tert-butoxide), CI (MeI). Solvent: [Cl-].[NH4+] (ammonium chloride), C(C)(=O)OCC (ethyl acetate), C1CCOC1.CN(C)C=O (THF DMF). Run at temperature 21 celsius, time 18 hour. Product: COC(C(CC1=CC=C(C=C1)S(=O)(=O)C)(C)C1=CC(=CC=C1)C=1C=C(C=C2C=CC=NC12)C(C)C)=O (2-[3-(6-Isopropyl-quinolin-8-yl)-phenyl]-3-(4-methanesulfonyl-phenyl)-2-methyl-propionic acid methyl ester). As a reaction SMILES: [CH3:1][O:2][C:3](=[O:35])[CH:4]([C:16]1[CH:21]=[CH:20][CH:19]=[C:18]([C:22]2[CH:23]=[C:24]([CH:32]([CH3:34])[CH3:33])[CH:25]=[C:26]3[C:31]=2[N:30]=[CH:29][CH:28]=[CH:27]3)[CH:17]=1)[CH2:5][C:6]1[CH:11]=[CH:10][C:9]([S:12]([CH3:15])(=[O:14])=[O:13])=[CH:8][CH:7]=1.[CH3:36]C(C)([O-])C.[K+].CI>C1COCC1.CN(C=O)C.[Cl-].[NH4+].C(OCC)(=O)C>[CH3:1][O:2][C:3](=[O:35])[C:4]([C:16]1[CH:21]=[CH:20][CH:19]=[C:18]([C:22]2[CH:23]=[C:24]([CH:32]([CH3:33])[CH3:34])[CH:25]=[C:26]3[C:31]=2[N:30]=[CH:29][CH:28]=[CH:27]3)[CH:17]=1)([CH3:36])[CH2:5][C:6]1[CH:11]=[CH:10][C:9]([S:12]([CH3:15])(=[O:14])=[O:13])=[CH:8][CH:7]=1 |f:1.2,4.5,6.7|. Procedure details: To a solution of Example 92 (90 mg, 0.185 mmol) in THF/DMF (1:1, 2 mL) at −78° C. was added potassium tert-butoxide (1M, 0.19 mL, 0.19 mmol) dropwise followed by MeI (0,014 mL, 0.22 mmol) after 15 min. The resulting reaction mixture was stirred 18 h at 21° C., then diluted with a saturated ammonium chloride solution and ethyl acetate. The organic extracts were washed (H2O, brine), dried (MgSO4), filtered and concentrated. Purification by flash chromatography (eluting with hexane/ethyl acetate, 5... The reactants are BrCc1ccccc1, O=C([O-])[O-], CCOC(=O)CNc1cn(C(CC)CC)c2cc(NC3CCCCC3)c(F)cc2c1=O, [K+], [K+], CN(C)C=O, O. The product is CCOC(=O)CN(Cc1ccccc1)c1cn(C(CC)CC)c2cc(NC3CCCCC3)c(F)cc2c1=O. RXN SMILES: [Br:37][CH2:38][c:39]1[cH:40][cH:41][cH:42][cH:43][cH:44]1.[C:45](=[O:46])([O-:47])[O-:48].[CH:6]1([NH:12][c:13]2[c:14]([F:36])[cH:15][c:16]3[c:17](=[O:35])[c:18]([NH:28][CH2:29][C:30](=[O:31])[O:32][CH2:33][CH3:34])[cH:19][n:20]([CH:23]([CH2:24][CH3:25])[CH2:26][CH3:27])[c:21]3[cH:22]2)[CH2:7][CH2:8][CH2:9][CH2:10][CH2:11]1.[K+:49].[K+:50].[O:1]=[CH:2][N:3]([CH3:4])[CH3:5].[OH2:51]>>[CH:6]1([NH:12][c:13]2[c:14]([F:36])[cH:15][c:16]3[c:17](=[O:35])[c:18]([N:28]([CH2:29][C:30](=[O:31])[O:32][CH2:33][CH3:34])[CH2:38][c:39]4[cH:40][cH:41][cH:42][cH:43][cH:44]4)[cH:19][n:20]([CH:23]([CH2:24][CH3:25])[CH2:26][CH3:27])[c:21]3[cH:22]2)[CH2:7][CH2:8][CH2:9][CH2:10][CH2:11]1. Reactants: N1=CC=CC=C1 (pyridine), ClC(=O)OC (methyl chloroformate), N(=[N+]=[N-])[C@H](C(=O)N[C@H]([C@H](C[C@H](CC1=CC=C(C=C1)C1=NC=CC=C1)NC([C@@H](NC(=O)OC)C(C)(C)C)=O)O)CC1=CC=CC=C1)[C@@H]1COCC1 (N1-[(1S,3S,4S)-4-({(2S)-2-azido-2-[(3R)-tetrahydrofuran-3-yl]ethanoyl}amino)-3-hydroxy-5-phenyl-1-(4-pyridin-2-ylbenzyl)pentyl]-N2-(methoxycarbonyl)-3-methyl-L-valinamide). Reagents/catalysts: [Pd] (Pd). Solvent: CO (methanol), C(C)(=O)OCC (ethyl acetate), C(C)(=O)OCC (ethyl acetate). Conditions: time 2 hour. The product is COC(N[C@H](C(N[C@H]([C@H](C[C@@H](NC([C@@H](NC(OC)=O)C(C)(C)C)=O)CC1=CC=C(C=C1)C1=NC=CC=C1)O)CC1=CC=CC=C1)=O)[C@@H]1COCC1)=O (methyl(1S,4S,5S,7S,10S)-4benzyl-10-tert-butyl-5-hydroxy-2,9,12-trioxo-7-(4-pyridin-2-ylbenzyl)-1-[(3R)-tetrahydrofuran-3-yl]-13-oxa-3,8,11-triazatetradec-1-ylcarbamate). Yield: 91.1%. As a reaction SMILES: [N:1]([C@@H:4]([C@H:46]1[CH2:50][CH2:49][O:48][CH2:47]1)[C:5]([NH:7][C@@H:8]([CH2:39][C:40]1[CH:45]=[CH:44][CH:43]=[CH:42][CH:41]=1)[C@@H:9]([OH:38])[CH2:10][C@@H:11]([NH:25][C:26](=[O:37])[C@H:27]([C:33]([CH3:36])([CH3:35])[CH3:34])[NH:28]C(OC)=O)[CH2:12][C:13]1[CH:18]=[CH:17][C:16]([C:19]2[CH:24]=[CH:23][CH:22]=[CH:21][N:20]=2)=[CH:15][CH:14]=1)=[O:6])=[N+]=[N-].N1C=CC=CC=1.Cl[C:58]([O:60][CH3:61])=[O:59]>CO.C(OCC)(=O)C.[Pd]>[CH3:61][O:60][C:58](=[O:59])[NH:1][C@@H:4]([C@H:46]1[CH2:50][CH2:49][O:48][CH2:47]1)[C:5](=[O:6])[NH:7][C@@H:8]([CH2:39][C:40]1[CH:45]=[CH:44][CH:43]=[CH:42][CH:41]=1)[C@@H:9]([OH:38])[CH2:10][C@H:11]([CH2:12][C:13]1[CH:18]=[CH:17][C:16]([C:19]2[CH:24]=[CH:23][CH:22]=[CH:21][N:20]=2)=[CH:15][CH:14]=1)[NH:25][C:26](=[O:37])[C@H:27]([C:33]([CH3:34])([CH3:35])[CH3:36])[NH:28][C:58](=[O:59])[O:60][CH3:61]. Procedure: To a solution of the product of Example 142A (0.038 g, 0.055 mmol) in a mixture of methanol (0.40 mL) and ethyl acetate (0.40 mL) was added 10% Pd on C (0.038 g), and the reaction was stirred under an atmosphere of hydrogen (balloon pressure) for 2 hours. The mixture was filtered through celite and the solvent was evaporated. The residue was dissolved in dichloromethane (0.40 mL) and pyridine (0.007 mL, 0.087 mmol) and methyl chloroformate (0.004 mL, 0.052 mmol) were added and the mixture was st... Reaction SMILES: [NH2:1][C:2]1[CH:15]=[CH:14][C:13]([Cl:16])=[CH:12][C:3]=1[C:4]([C:6]1[CH:11]=[CH:10][CH:9]=[CH:8][CH:7]=1)=[O:5].[CH:17]1[C:22]([S:23](Cl)(=[O:25])=[O:24])=[CH:21][CH:20]=[C:19]([I:27])[CH:18]=1.Cl>N1C=CC=CC=1.C1(C)C=CC=CC=1>[C:4]([C:3]1[CH:12]=[C:13]([Cl:16])[CH:14]=[CH:15][C:2]=1[NH:1][S:23]([C:22]1[CH:17]=[CH:18][C:19]([I:27])=[CH:20][CH:21]=1)(=[O:25])=[O:24])(=[O:5])[C:6]1[CH:7]=[CH:8][CH:9]=[CH:10][CH:11]=1. Reactants: Cl (hydrochloric acid), NC1=C(C(=O)C2=CC=CC=C2)C=C(C=C1)Cl (2-amino-5-chlorobenzophenone), C1=CC(=CC=C1S(=O)(=O)Cl)I (pipsyl chloride). Solvent: N1=CC=CC=C1 (pyridine), C1(=CC=CC=C1)C (toluene). Procedure: To a magnetically stirred solution of 2-amino-5-chlorobenzophenone (1.62 g, 7.0 mmol) in dry pyridine (30 mL) was added dropwise a solution of pipsyl chloride in toluene (12 mL) and the reaction was stirred at ambient temperature. The reaction was added to cold (ice bath) 6M hydrochloric acid with stirring and the mixture was extracted with ethyl acetate (3×50 mL). The extracts were washed with water and with saturated aqueous NaCl. The organic layer was dried (MgSO4), filtered and concentrated ... The product is C(C1=CC=CC=C1)(=O)C1=C(C=CC(=C1)Cl)NS(=O)(=O)C1=CC=C(C=C1)I (N-(2-Benzoyl-4-chloro-phenyl)-4-iodo-benzenesulfonamide). Starting materials: [Al+3], CCS, [Cl-], [Cl-], [Cl-], ClCCl, COc1cc(C(=O)N(C(C)C)C(C)C)ccc1OCCCCCOc1ccc(C(N)=NO)cc1. Yields the product CC(C)N(C(=O)c1ccc(OCCCCCOc2ccc(C(N)=NO)cc2)c(O)c1)C(C)C. Reaction SMILES: [Al+3:36].[CH2:39]([SH:40])[CH3:41].[Cl-:35].[Cl-:37].[Cl-:38].[Cl:42][CH2:43][Cl:44].[NH2:1][C:2]([c:3]1[cH:4][cH:5][c:6]([O:7][CH2:8][CH2:9][CH2:10][CH2:11][CH2:12][O:13][c:14]2[c:15]([O:29][CH3:30])[cH:16][c:17]([C:18](=[O:19])[N:20]([CH:21]([CH3:22])[CH3:23])[CH:24]([CH3:25])[CH3:26])[cH:27][cH:28]2)[cH:31][cH:32]1)=[N:33][OH:34]>>[NH2:1][C:2]([c:3]1[cH:4][cH:5][c:6]([O:7][CH2:8][CH2:9][CH2:10][CH2:11][CH2:12][O:13][c:14]2[c:15]([OH:29])[cH:16][c:17]([C:18](=[O:19])[N:20]([CH:21]([CH3:22])[CH3:23])[CH:24]([CH3:25])[CH3:26])[cH:27][cH:28]2)[cH:31][cH:32]1)=[N:33][OH:34].